This data is from the Open Reaction Database (ORD), a public repository of structured organic reaction records. The task is: describe an organic reaction: reactants, conditions, products, and yield The reactants are N#CCC(O)CC(=O)O, CC(C)O, [Na+], [Na+], O=C([O-])[O-], O=S(=O)(O)O. The product is CC(C)OC(=O)CC(O)CC#N. Reaction SMILES: [C:1](#[N:2])[CH2:3][CH:4]([CH2:5][C:6](=[O:7])[OH:8])[OH:9].[CH:21]([CH3:22])([CH3:23])[OH:24].[Na+:15].[Na+:16].[O-:17][C:18](=[O:19])[O-:20].[S:10](=[O:11])(=[O:12])([OH:13])[OH:14]>>[C:1](#[N:2])[CH2:3][CH:4]([CH2:5][C:6]([O:7][CH:21]([CH3:22])[CH3:23])=[O:8])[OH:9]. The reactants are [BH4-].[Na+] (NaBH4), ClC=1C=C(C=CC1)C1=CC(N(C2=CC=C(C=C12)C(C1=CC=C(C=O)C=C1)(C1=CN=CN1C)O)C)=O ((±)-4-[[4-(3-chlorophenyl)-1,2-dihydro-1-methyl-2-oxo-6-quinolinyl]hydroxy(1-methyl-1H-imidazol-5-yl)methyl]benzaldehyde), O (H2O). Solvent: C1CCOC1 (THF). Reaction conditions: temperature 0 celsius, time 30 minute. Yields the product ClC=1C=C(C=CC1)C1=CC(N(C2=CC=C(C=C12)C(C1=CN=CN1C)(C1=CC=C(C=C1)CO)O)C)=O ((±)-4-(3-chlorophenyl)-6-[hydroxy[4-(hydroxymethyl)phenyl](1-methyl-1H-imidazol-5-yl)methyl]-1-methyl-2(1H)-quinolinone). Yield: 50.0%. RXN SMILES: [BH4-].[Na+].[Cl:3][C:4]1[CH:5]=[C:6]([C:10]2[C:19]3[C:14](=[CH:15][CH:16]=[C:17]([C:20]([OH:35])([C:29]4[N:33]([CH3:34])[CH:32]=[N:31][CH:30]=4)[C:21]4[CH:28]=[CH:27][C:24]([CH:25]=[O:26])=[CH:23][CH:22]=4)[CH:18]=3)[N:13]([CH3:36])[C:12](=[O:37])[CH:11]=2)[CH:7]=[CH:8][CH:9]=1.O>C1COCC1>[Cl:3][C:4]1[CH:5]=[C:6]([C:10]2[C:19]3[C:14](=[CH:15][CH:16]=[C:17]([C:20]([OH:35])([C:21]4[CH:22]=[CH:23][C:24]([CH2:25][OH:26])=[CH:27][CH:28]=4)[C:29]4[N:33]([CH3:34])[CH:32]=[N:31][CH:30]=4)[CH:18]=3)[N:13]([CH3:36])[C:12](=[O:37])[CH:11]=2)[CH:7]=[CH:8][CH:9]=1 |f:0.1|. Procedure: NaBH4 (0.00413 mol) was added portionwise at 0° C. to a mixture of (±)-4-[[4-(3-chlorophenyl)-1,2-dihydro-1-methyl-2-oxo-6 quinolinyl]hydroxy (1-methyl-1H-imidazol-5yl)methyl]benzaldehyde (described in Example B6).(0.00207 mol) in THF (10 ml). The mixture was stirred at 0° C. for 30 minutes, poured out into H2O and extracted with EtOAc. The organic layer was separated, dried (MgSO4), filtered, and the solvent was evaporated. The residue (0.7 g) was purified by column chromatography over silica g... Reactants: CN(C)C=O, N#CO[K], NCc1ccc(-c2csc(NC(N)=S)n2)o1, O. Yields the product NC(=O)NCc1ccc(-c2csc(NC(N)=S)n2)o1. As a reaction SMILES: [CH3:22][N:23]([CH3:24])[CH:25]=[O:26].[K:1][O:2][C:3]#[N:4].[NH2:5][CH2:6][c:7]1[cH:8][cH:9][c:10](-[c:12]2[n:13][c:14]([NH:17][C:18](=[S:19])[NH2:20])[s:15][cH:16]2)[o:11]1.[OH2:21]>>[O:2]=[C:3]([NH2:4])[NH:5][CH2:6][c:7]1[cH:8][cH:9][c:10](-[c:12]2[n:13][c:14]([NH:17][C:18](=[S:19])[NH2:20])[s:15][cH:16]2)[o:11]1. Starting materials: ClC1=CC=C(C=C1)C(C#N)C=1SC=CN1 (α-p-chlorphenyl-2-thiazolylacetonitrile), C(CN)N (ethylene diamine), [S] (sulphur). The product is S1C(=NC=C1)C(C1=CC=C(C=C1)Cl)C=1NCCN1 (2-[α-(2-thiazolyl)-p-chlorbenzyl]-imidazoline). Reaction SMILES: [Cl:1][C:2]1[CH:7]=[CH:6][C:5]([CH:8]([C:11]2[S:12][CH:13]=[CH:14][N:15]=2)[C:9]#[N:10])=[CH:4][CH:3]=1.[CH2:16](N)[CH2:17][NH2:18].[S]>>[S:12]1[CH:13]=[CH:14][N:15]=[C:11]1[CH:8]([C:9]1[NH:18][CH2:17][CH2:16][N:10]=1)[C:5]1[CH:6]=[CH:7][C:2]([Cl:1])=[CH:3][CH:4]=1 |^3:19|. Procedure details: Under a nitrogen atmosphere, heat (110°-115° C), under reflux conditions, a mixture containing 23.5 g. of α-p-chlorphenyl-2-thiazolylacetonitrile, 7 g. of ethylene diamine and 0.2 g. of sulphur for 3 hrs. Extract the black tarry product with 200 ml. of hot benzene, cool and wash the extract with 50 ml. of water. Treat the benzene extract with a cooled solution of 4 ml. of concentrated hydrochloric acid in 25 ml. of water and separate the dark aqueous phase from the benzene. Basify the water extr...